Task: describe an organic reaction: reactants, conditions, products, and yield. Dataset: the Open Reaction Database (ORD), a public repository of structured organic reaction records The reactants are CS(C)=O, Clc1ccc(-c2nsc(Cl)n2)cc1, [H-], [Na+], O, c1cc[nH]c1. Yields the product Clc1ccc(-c2nsc(-n3cccc3)n2)cc1. As a reaction SMILES: [CH3:22][S:23]([CH3:24])=[O:25].[Cl:1][c:2]1[n:3][c:4](-[c:7]2[cH:8][cH:9][c:10]([Cl:13])[cH:11][cH:12]2)[n:5][s:6]1.[H-:19].[Na+:20].[OH2:21].[nH:14]1[cH:15][cH:16][cH:17][cH:18]1>>[c:2]1(-[n:14]2[cH:15][cH:16][cH:17][cH:18]2)[n:3][c:4](-[c:7]2[cH:8][cH:9][c:10]([Cl:13])[cH:11][cH:12]2)[n:5][s:6]1. Starting materials: O=C([O-])[O-], CC(=O)[O-], CC(=O)[O-], CC(C)=O, CC1C(c2cc(C(F)(F)F)cc(C(F)(F)F)c2)OC(=O)N1Cc1cc(C(F)(F)F)ccc1I, COc1cc(F)c(C(C)C)cc1B(O)O, [K+], [K+], O, [Pd+2]. The product is COc1cc(F)c(C(C)C)cc1-c1ccc(C(F)(F)F)cc1CN1C(=O)OC(c2cc(C(F)(F)F)cc(C(F)(F)F)c2)C1C. Reaction SMILES: [C:49](=[O:50])([O-:51])[O-:52].[C:55]([O-:56])(=[O:57])[CH3:58].[C:60]([O-:61])(=[O:62])[CH3:63].[CH3:65][C:66]([CH3:67])=[O:68].[F:1][C:2]([c:3]1[cH:4][c:5]([CH:13]2[CH:14]([CH3:31])[N:15]([CH2:19][c:20]3[c:21]([I:30])[cH:22][cH:23][c:24]([C:26]([F:27])([F:28])[F:29])[cH:25]3)[C:16](=[O:18])[O:17]2)[cH:6][c:7]([C:9]([F:10])([F:11])[F:12])[cH:8]1)([F:32])[F:33].[F:34][c:35]1[cH:36][c:37]([O:47][CH3:48])[c:38]([B:44]([OH:45])[OH:46])[cH:39][c:40]1[CH:41]([CH3:42])[CH3:43].[K+:53].[K+:54].[OH2:64].[Pd+2:59]>>[F:1][C:2]([c:3]1[cH:4][c:5]([CH:13]2[CH:14]([CH3:31])[N:15]([CH2:19][c:20]3[c:21](-[c:38]4[c:37]([O:47][CH3:48])[cH:36][c:35]([F:34])[c:40]([CH:41]([CH3:42])[CH3:43])[cH:39]4)[cH:22][cH:23][c:24]([C:26]([F:27])([F:28])[F:29])[cH:25]3)[C:16](=[O:18])[O:17]2)[cH:6][c:7]([C:9]([F:10])([F:11])[F:12])[cH:8]1)([F:32])[F:33]. Starting materials: Cl (hydrochloric acid), NCC(=O)O (Glycine), [O-]CC.[Na+] (sodium ethoxide), C(C)OC(=O)C1=C(C2=C(C=N1)C(=NO2)CC)O (3-Ethyl-7-hydroxy-isoxazolo[4,5-c]pyridine-6-carboxylic acid ethyl ester). Solvent: CN(C)C=O (DMF), CCOC(=O)C (EtOAc), O (water). Product: C(C)C1=NOC2=C1C=NC(=C2O)C(=O)NCC(=O)O ([(3-Ethyl-7-hydroxy-isoxazolo[4,5-c]pyridine-6-carbonyl)-amino]-acetic acid). The yield is 50.3%. As a reaction SMILES: C(O[C:4]([C:6]1[N:11]=[CH:10][C:9]2[C:12]([CH2:15][CH3:16])=[N:13][O:14][C:8]=2[C:7]=1[OH:17])=[O:5])C.[NH2:18][CH2:19][C:20]([OH:22])=[O:21].[O-]CC.[Na+].Cl>CN(C=O)C.O.CCOC(C)=O>[CH2:15]([C:12]1[C:9]2[CH:10]=[N:11][C:6]([C:4]([NH:18][CH2:19][C:20]([OH:22])=[O:21])=[O:5])=[C:7]([OH:17])[C:8]=2[O:14][N:13]=1)[CH3:16] |f:2.3|. Reported procedure: 3-Ethyl-7-hydroxy-isoxazolo[4,5-c]pyridine-6-carboxylic acid ethyl ester (80 mg, 0.42 mmol) was dissolved in 12 mL of DMF. Glycine (0.51 g, 6.78 mmol) and sodium ethoxide (0.35 g, 5.08 mmol) were added and the mixture was refluxed for 2 h. The mixture was cooled to room temperature and diluted with 60 mL of water. EtOAc (50 mL) was added and the resulting biphasic mixture was stirred vigorously as 4M hydrochloric acid was added dropwise until pH was 3. The aqueous layer was extracted with additi... Starting materials: C1CCOC1, CN(C)C=O, Cn1ccc(S(=O)(=O)NC(C)(C)C)c1, Cl. Yields the product Cn1ccc(S(=O)(=O)NC(C)(C)C)c1C=O. RXN SMILES: [CH2:21]1[O:22][CH2:23][CH2:24][CH2:25]1.[CH3:15][N:16]([CH:17]=[O:18])[CH3:19].[CH3:1][C:2]([CH3:3])([CH3:4])[NH:5][S:6](=[O:7])(=[O:8])[c:9]1[cH:10][n:11]([CH3:14])[cH:12][cH:13]1.[ClH:20]>>[CH3:1][C:2]([CH3:3])([CH3:4])[NH:5][S:6](=[O:7])(=[O:8])[c:9]1[c:10]([CH:17]=[O:18])[n:11]([CH3:14])[cH:12][cH:13]1. Reactants: [OH-].[Na+] (sodium hydroxide), Cl (hydrochloric acid), C(C(=C)C)(=O)Cl (methacryloyl chloride), [Cl-].[Na+] (sodium chloride), [OH-].[Na+] (sodium hydroxide), NCCCCCCCCCCCC(=O)O (12-aminododecanoic acid), Cl (hydrochloric acid). Run in O (water). Run at temperature -5 celsius. The product is C(C(=C)C)(=O)NCCCCCCCCCCCC(=O)O (N-methacryloyl-12-aminododecanoic acid). Yield: 67.8%. As a reaction SMILES: [OH-].[Na+].[NH2:3][CH2:4][CH2:5][CH2:6][CH2:7][CH2:8][CH2:9][CH2:10][CH2:11][CH2:12][CH2:13][CH2:14][C:15]([OH:17])=[O:16].[C:18](Cl)(=[O:22])[C:19]([CH3:21])=[CH2:20].Cl.[Cl-].[Na+]>O>[C:18]([NH:3][CH2:4][CH2:5][CH2:6][CH2:7][CH2:8][CH2:9][CH2:10][CH2:11][CH2:12][CH2:13][CH2:14][C:15]([OH:17])=[O:16])(=[O:22])[C:19]([CH3:21])=[CH2:20] |f:0.1,5.6|. Procedure: To a 5000 mL beaker, 1700 mL of water was added and then 11 g of sodium hydroxide was added, followed by stirring to dissolve the sodium hydroxide completely. Then, 26.9 g of 12-aminododecanoic acid (produced by Wako Pure Chemical Industries, Ltd.) was added to the reaction system, followed by stirring for 30 minutes to obtain a homogeneous solution. Subsequently, the internal temperature of the reaction system was cooled to −5° C. with an ice-salt bath. After the cooling treatment, 14.3 g of me... Reactants: CC(Cc1cc(F)cc2ccoc12)NC(=O)OC(C)(C)C, [Li]CCCC, CN(C)C=O, C1CCOC1. The product is CC(Cc1cc(F)cc2cc(C=O)oc12)NC(=O)OC(C)(C)C. RXN SMILES: [C:1]([CH3:2])([CH3:3])([CH3:4])[O:5][C:6](=[O:7])[NH:8][CH:9]([CH2:10][c:11]1[cH:12][c:13]([F:20])[cH:14][c:15]2[cH:16][cH:17][o:18][c:19]12)[CH3:21].[CH2:22]([Li:23])[CH2:24][CH2:25][CH3:26].[CH3:27][N:28]([CH:29]=[O:30])[CH3:31].[O:32]1[CH2:33][CH2:34][CH2:35][CH2:36]1>>[C:1]([CH3:2])([CH3:3])([CH3:4])[O:5][C:6](=[O:7])[NH:8][CH:9]([CH2:10][c:11]1[cH:12][c:13]([F:20])[cH:14][c:15]2[cH:16][c:17]([CH:29]=[O:30])[o:18][c:19]12)[CH3:21].